From a dataset of the Open Reaction Database (ORD), a public repository of structured organic reaction records. describe an organic reaction: reactants, conditions, products, and yield Reactants: C(C)(=O)OCC1=C(C=CC=C1N1C(C2=C(C=C(C=C2C=N1)C(C)(C)C)F)=O)C=1C=C(C=2N(C1)N=CN2)Br (2-(8-bromo-[1,2,4]triazolo[1,5-a]pyridin-6-yl)-6-(6-tert-butyl-8-fluoro-1-oxophthalazin-2(1H)-yl)benzyl acetate), NC1=CC=C(C=N1)C(=O)N1CCOCC1 ((6-aminopyridin-3-yl)(morpholino)methanone), C([O-])([O-])=O.[Cs+].[Cs+] (cesium carbonate), C1(=CC=CC=C1)P(C1=CC=CC=2C(C3=CC=CC(=C3OC12)P(C1=CC=CC=C1)C1=CC=CC=C1)(C)C)C1=CC=CC=C1 (4,5-Bis(diphenylphosphino)-9,9-dimethylxanthene). Reagents/catalysts: C=1C=CC(=CC1)/C=C/C(=O)/C=C/C2=CC=CC=C2.C=1C=CC(=CC1)/C=C/C(=O)/C=C/C2=CC=CC=C2.C=1C=CC(=CC1)/C=C/C(=O)/C=C/C2=CC=CC=C2.[Pd].[Pd] (tris(dibenzylideneacetone)dipalladium(0)). Run in O1CCOCC1 (dioxane). Run at temperature 100 celsius. Product: C(C)(C)(C)C=1C=C2C=NN(C(C2=C(C1)F)=O)C1=C(COC(C)=O)C(=CC=C1)C=1C=C(C=2N(C1)N=CN2)NC2=NC=C(C=C2)C(=O)N2CCOCC2 (acetic acid 2-(6-tert-butyl-8-fluoro-1-oxo-1H-phthalazin-2-yl)-6-{8-[5-(morpholine-4-carbonyl)-pyridin-2-ylamino]-[1,2,4]triazolo[1,5-a]pyridin-6-yl}-benzyl ester). Yield: 94.4%. As a reaction SMILES: [C:1]([O:4][CH2:5][C:6]1[C:11]([N:12]2[N:21]=[CH:20][C:19]3[C:14](=[C:15]([F:26])[CH:16]=[C:17]([C:22]([CH3:25])([CH3:24])[CH3:23])[CH:18]=3)[C:13]2=[O:27])=[CH:10][CH:9]=[CH:8][C:7]=1[C:28]1[CH:29]=[C:30](Br)[C:31]2[N:32]([N:34]=[CH:35][N:36]=2)[CH:33]=1)(=[O:3])[CH3:2].[NH2:38][C:39]1[N:44]=[CH:43][C:42]([C:45]([N:47]2[CH2:52][CH2:51][O:50][CH2:49][CH2:48]2)=[O:46])=[CH:41][CH:40]=1.C(=O)([O-])[O-].[Cs+].[Cs+].C1(P(C2C=CC=CC=2)C2C3OC4C(=CC=CC=4P(C4C=CC=CC=4)C4C=CC=CC=4)C(C)(C)C=3C=CC=2)C=CC=CC=1>C1C=CC(/C=C/C(/C=C/C2C=CC=CC=2)=O)=CC=1.C1C=CC(/C=C/C(/C=C/C2C=CC=CC=2)=O)=CC=1.C1C=CC(/C=C/C(/C=C/C2C=CC=CC=2)=O)=CC=1.[Pd].[Pd].O1CCOCC1>[C:22]([C:17]1[CH:18]=[C:19]2[C:14](=[C:15]([F:26])[CH:16]=1)[C:13](=[O:27])[N:12]([C:11]1[CH:10]=[CH:9][CH:8]=[C:7]([C:28]3[CH:29]=[C:30]([NH:38][C:39]4[CH:40]=[CH:41][C:42]([C:45]([N:47]5[CH2:52][CH2:51][O:50][CH2:49][CH2:48]5)=[O:46])=[CH:43][N:44]=4)[C:31]4[N:32]([N:34]=[CH:35][N:36]=4)[CH:33]=3)[C:6]=1[CH2:5][O:4][C:1](=[O:3])[CH3:2])[N:21]=[CH:20]2)([CH3:24])([CH3:23])[CH3:25] |f:2.3.4,6.7.8.9.10|. Reported procedure: In a 100 ml flask, 2-(8-bromo-[1,2,4]triazolo[1,5-a]pyridin-6-yl)-6-(6-tert-butyl-8-fluoro-1-oxophthalazin-2(1H)-yl)benzyl acetate (250 mg, 443 μmol, Eq: 1.00), (6-aminopyridin-3-yl)(morpholino)methanone (110 mg, 532 μmol, Eq: 1.2) and cesium carbonate (722 mg, 2.21 mmol, Eq: 5.0) were combined with dioxane (31.3 ml) to give an orange suspension. 4,5-Bis(diphenylphosphino)-9,9-dimethylxanthene (38.4 mg, 66.4 μmol, Eq: 0.15) and tris(dibenzylideneacetone)dipalladium(0) (20.3 mg, 22.1 μmol, Eq: 0.... The reactants are ClCCl, CCOC(=O)Cc1csc(N)n1, CS(=O)(=O)Cl, c1ccncc1. Yields the product CCOC(=O)Cc1csc(NS(C)(=O)=O)n1. RXN SMILES: [CH2:24]([Cl:25])[Cl:26].[NH2:1][c:2]1[s:3][cH:4][c:5]([CH2:7][C:8](=[O:9])[O:10][CH2:11][CH3:12])[n:6]1.[S:13](=[O:14])(=[O:15])([CH3:16])[Cl:17].[cH:18]1[cH:19][cH:20][n:21][cH:22][cH:23]1>>[NH:1]([c:2]1[s:3][cH:4][c:5]([CH2:7][C:8](=[O:9])[O:10][CH2:11][CH3:12])[n:6]1)[S:13](=[O:14])(=[O:15])[CH3:16]. Starting materials: CS(=O)(=O)C1=CC=C(C[C@H]2N(CC[C@H](C2)C2=CC(NO2)=O)C(=O)OC)C=C1 ((2S,4R)-Methyl 2-(4-(methylsulfonyl)benzyl)-4-(3-oxo-2,3-dihydroisoxazol-5-yl)piperidine-1-carboxylate), Br (HBr). Reaction conditions: time 8 hour. Yields the product CS(=O)(=O)C1=CC=C(C[C@H]2NCC[C@H](C2)C2=CC(NO2)=O)C=C1 (5-((2S,4R)-2-(4-(methylsulfonyl)benzyl)piperidin-4-yl)isoxazol-3(2H)-one). Isolated yield 47.5%. Reaction SMILES: [CH3:1][S:2]([C:5]1[CH:27]=[CH:26][C:8]([CH2:9][C@@H:10]2[CH2:15][C@H:14]([C:16]3[O:20][NH:19][C:18](=[O:21])[CH:17]=3)[CH2:13][CH2:12][N:11]2C(OC)=O)=[CH:7][CH:6]=1)(=[O:4])=[O:3].Br>>[CH3:1][S:2]([C:5]1[CH:27]=[CH:26][C:8]([CH2:9][C@@H:10]2[CH2:15][C@H:14]([C:16]3[O:20][NH:19][C:18](=[O:21])[CH:17]=3)[CH2:13][CH2:12][NH:11]2)=[CH:7][CH:6]=1)(=[O:3])=[O:4]. Procedure: (2S,4R)-Methyl 2-(4-(methylsulfonyl)benzyl)-4-(3-oxo-2,3-dihydroisoxazol-5-yl)piperidine-1-carboxylate (225 mg, 0.57 mmol) was dissolved in HBr (33% in acetic acid, 5 mL, 28.55 mmol) and the mixture was stirred at room temperature overnight. The solvent was evaporated and the residue purified by preparative HPLC (Instrument: FractionLynx II, Mobilphase: gradient 5-95% MeCN in 0.2% NH3, pH 10, Column: Xbridge Prep C18 5 μm OBD 19*150 mm) to yield 5-((2S,4R)-2-(4-(methylsulfonyl)benzyl)piperidin-4...